Dataset: the Open Reaction Database (ORD), a public repository of structured organic reaction records. Task: describe an organic reaction: reactants, conditions, products, and yield The reactants are C(C1=CC=CC=C1)(=O)O[C@@H]1[C@@H]2[C@H](OC1)[C@H](CO2)OC(C2=CC=CC=C2)=O ((3S,3aR,6S,6aR)-hexahydrofuro[3,2-b]furan-3,6-diyl dibenzoate), [OH-].[Na+] (NaOH), CO (MeOH). Solvent: O1CCCC1 (Tetrahydrofuran). Reaction conditions: time 24 hour. Product: O1[C@H]2[C@@H]([C@H](C1)O)OC[C@@H]2O ((3S,3aR,6S,6aR)-hexahydrofuro[3,2-b]furan-3,6-diol). Reaction SMILES: C([O:9][C@H:10]1[CH2:14][O:13][C@@H:12]2[C@@H:15]([O:18]C(=O)C3C=CC=CC=3)[CH2:16][O:17][C@H:11]12)(=O)C1C=CC=CC=1.[OH-].[Na+].CO>O1CCCC1>[O:13]1[CH2:14][C@H:10]([OH:9])[C@H:11]2[O:17][CH2:16][C@H:15]([OH:18])[C@@H:12]12 |f:1.2|. Reported procedure: To (3S,3aR,6S,6aR)-hexahydrofuro[3,2-b]furan-3,6-diyl dibenzoate (6.30 g, 17.8 mmol), a mix of NaOH 10%:MeOH=1:1 (60 mL) was added. After stirring at room temperature for 24 hrs, the solvent was evaporated under reduced pressure. Water (30 mL) was added and extraction with EtOAc (30 mL) was carried out. The aqueous layer (pH adjusted to 6 with H3PO4 5%) was evaporated under reduced pressure to leave a white residue. Tetrahydrofuran was added in a large amount, then the suspension was filtered an... Starting materials: C(C)N(C(OC(C)(C)C)=O)CCN1C2=C(OCC1)C=C(C=C2)NC(=N)C=2SC=CC2 (tert-butyl ethyl(2-(7-(thiophene-2-carboximidamido)-2H-benzo[b][1,4]oxazin-4(3H)-yl)ethyl)carbamate), ( 95 ), [OH-].[Na+] (NaOH), C(Cl)Cl (CH2Cl2). Solvent: CO (MeOH), Cl (HCl). Product: C(C)NCCN1C2=C(OCC1)C=C(C=C2)NC(=N)C=2SC=CC2 (N-(4-(2-(Ethylamino)ethyl)-3,4-dihydro-2H-benzo[b][1,4]oxazin-7-yl)thiophene-2-carboximidamide). Procedure: Under positive argon pressure, an orange suspension of tert-butyl ethyl(2-(7-(thiophene-2-carboximidamido)-2H-benzo[b][1,4]oxazin-4(3H)-yl)ethyl)carbamate (4 g, 9.29 mmol) in MeOH (30 mL) and 1N HCl (30 mL) was refluxed for 1 hour. The mixture was then cooled to room temperature, transferred to an ice bath, and 1N NaOH (75 mL) was then added. The solution turned a milky green colour with a black suspension. The mixture was then treated with CH2Cl2 (50 mL) and stirred for half an hour. After this... RXN SMILES: [CH2:1]([N:3]([CH2:11][CH2:12][N:13]1[CH2:18][CH2:17][O:16][C:15]2[CH:19]=[C:20]([NH:23][C:24]([C:26]3[S:27][CH:28]=[CH:29][CH:30]=3)=[NH:25])[CH:21]=[CH:22][C:14]1=2)C(=O)OC(C)(C)C)[CH3:2].[OH-].[Na+].C(Cl)Cl>CO.Cl>[CH2:1]([NH:3][CH2:11][CH2:12][N:13]1[CH2:18][CH2:17][O:16][C:15]2[CH:19]=[C:20]([NH:23][C:24]([C:26]3[S:27][CH:28]=[CH:29][CH:30]=3)=[NH:25])[CH:21]=[CH:22][C:14]1=2)[CH3:2] |f:1.2|. Reaction SMILES: Cl[C:2]1[C:11]2[C:6](=[CH:7][CH:8]=[CH:9][CH:10]=2)[N:5]=[C:4]([C:12]([O:14]CC)=O)[N:3]=1.[Br-].Cl.[Na+].[Cl-].[CH3:21][C:22]1[NH:26][N:25]=[C:24]([NH2:27])[CH:23]=1.[I-].[K+].CCN(C(C)C)[CH:33]([CH3:35])[CH3:34].[CH2:39]1[CH2:43][O:42][CH2:41][CH2:40]1>CN(C=O)C.O>[CH3:41][O:42][C:43]1[CH:39]=[CH:40][CH:35]=[CH:33][C:34]=1[C:12]([C:4]1[N:3]=[C:2]([NH:27][C:24]2[CH:23]=[C:22]([CH3:21])[NH:26][N:25]=2)[C:11]2[C:6](=[CH:7][CH:8]=[CH:9][CH:10]=2)[N:5]=1)=[O:14] |f:3.4,6.7|. Solvent: O (H2O), CN(C)C=O (DMF). Product: COC1=C(C=CC=C1)C(=O)C1=NC2=CC=CC=C2C(=N1)NC1=NNC(=C1)C ((2-methoxyphenyl)(4-(5-methyl-1H-pyrazol-3-ylamino)quinazolin-2-yl)methanone). Conditions: temperature -40 celsius, time 4 hour. Procedure: To a solution of ethyl 4-chloroquinazoline-2-carboxylate (500 mg, 2.11 mmol) in THF (20 mL) at −40° C. was added dropwise 1M 2-methoxyphenylmagnesum bromide (2.6 mL, 2.5 mmol) and the mixture was stirred at −40° C. for 4 h. To the mixture were added 1N HCl to pH<2 and saturated aq NaCl (50 mL), and the mixture was extracted with EtOAc (3×80 mL). The combined organic layers were washed with brine (50 mL), dried over Na2SO4, filtered, and concentrated under reduced pressure. To the residue (673 mg... Starting materials: residue, CC1=CC(=NN1)N (5-methyl-1H-pyrazol-3-amine), [I-].[K+] (potassium iodide), CCN(C(C)C)C(C)C (DIEA), Cl (HCl), [Na+].[Cl-] (NaCl), ClC1=NC(=NC2=CC=CC=C12)C(=O)OCC (ethyl 4-chloroquinazoline-2-carboxylate), [Br-] (bromide), C1CCOC1 (THF).